This data is from the Open Reaction Database (ORD), a public repository of structured organic reaction records. The task is: describe an organic reaction: reactants, conditions, products, and yield The reactants are CC(=O)O, O=C1CN(c2ccc(OC3CCc4ccccc4NC3=O)cc2OCc2ccccc2)S(=O)(=O)N1, CCO. The product is O=C1CN(c2ccc(OC3CCc4ccccc4NC3=O)cc2O)S(=O)(=O)N1. Reaction SMILES: [C:39]([OH:40])(=[O:41])[CH3:42].[CH2:1]([c:2]1[cH:3][cH:4][cH:5][cH:6][cH:7]1)[O:8][c:9]1[cH:10][c:11]([O:12][CH:13]2[CH2:14][CH2:15][c:16]3[c:17]([cH:21][cH:22][cH:23][cH:24]3)[NH:18][C:19]2=[O:20])[cH:25][cH:26][c:27]1[N:28]1[S:29](=[O:34])(=[O:35])[NH:30][C:31](=[O:33])[CH2:32]1.[CH3:36][CH2:37][OH:38]>>[OH:8][c:9]1[cH:10][c:11]([O:12][CH:13]2[CH2:14][CH2:15][c:16]3[c:17]([cH:21][cH:22][cH:23][cH:24]3)[NH:18][C:19]2=[O:20])[cH:25][cH:26][c:27]1[N:28]1[S:29](=[O:34])(=[O:35])[NH:30][C:31](=[O:33])[CH2:32]1.